From a dataset of the Open Reaction Database (ORD), a public repository of structured organic reaction records. describe an organic reaction: reactants, conditions, products, and yield Reactants: C1CCOC1, CCOC(C)=O, Clc1cc(Cl)ncn1, OC(c1ccccc1)C(F)(F)F, [H-], [Na+]. Yields the product FC(F)(F)C(Oc1cc(Cl)ncn1)c1ccccc1. Reaction SMILES: [CH2:23]1[O:24][CH2:25][CH2:26][CH2:27]1.[CH3:28][CH2:29][O:30][C:31]([CH3:32])=[O:33].[Cl:15][c:16]1[n:17][cH:18][n:19][c:20]([Cl:22])[cH:21]1.[F:3][C:4]([CH:5]([OH:6])[c:7]1[cH:8][cH:9][cH:10][cH:11][cH:12]1)([F:13])[F:14].[H-:2].[Na+:1]>>[F:3][C:4]([CH:5]([O:6][c:20]1[n:19][cH:18][n:17][c:16]([Cl:15])[cH:21]1)[c:7]1[cH:8][cH:9][cH:10][cH:11][cH:12]1)([F:13])[F:14]. The reactants are C1(=CC(=CC=C1)NC(C(=O)OCC)=O)NC(C(=O)OCC)=O (Diethyl N,N'-(m-phenylene)dioxamate), Cl (hydrochloric acid). Solvent: [OH-].[Na+] (sodium hydroxide), O (water). Yields the product C1(=CC(=CC=C1)NC(C(=O)O)=O)NC(C(=O)O)=O (N,N'-(m-phenylene)dioxamic acid). RXN SMILES: [C:1]1([NH:15][C:16](=[O:22])[C:17]([O:19]CC)=[O:18])[CH:6]=[CH:5][CH:4]=[C:3]([NH:7][C:8](=[O:14])[C:9]([O:11]CC)=[O:10])[CH:2]=1.Cl>[OH-].[Na+].O>[C:1]1([NH:15][C:16](=[O:22])[C:17]([OH:19])=[O:18])[CH:6]=[CH:5][CH:4]=[C:3]([NH:7][C:8](=[O:14])[C:9]([OH:11])=[O:10])[CH:2]=1 |f:2.3|. Reported procedure: Diethyl N,N'-(m-phenylene)dioxamate (1.0 gram) is stirred in 1.0N aqueous sodium hydroxide for 0.5 hour. The solution is diluted with water (100 ml.) and the pH adjusted to pH 3 with concentrated hydrochloric acid. The resulting precipitate is collected and recrystallized from ethanol (0.46 grams, M. P. 240° C.). Starting materials: [CH2]C, CO, CC(C)(C(=O)[O-])c1ccc(C(=O)CCCCl)cc1, O. Product: CC(C)(C(=O)O)c1ccc(C(=O)C2CC2)cc1. RXN SMILES: [CH2:1][CH3:2].[CH3:22][OH:23].[Cl:3][CH2:4][CH2:5][CH2:6][C:7](=[O:8])[c:9]1[cH:10][cH:11][c:12]([C:15]([C:16](=[O:17])[O-:18])([CH3:19])[CH3:20])[cH:13][cH:14]1.[OH2:21]>>[CH2:4]1[CH2:5][CH:6]1[C:7](=[O:8])[c:9]1[cH:10][cH:11][c:12]([C:15]([C:16](=[O:17])[OH:18])([CH3:19])[CH3:20])[cH:13][cH:14]1. Product: CC(C)(C)c1c(O)ccc2c1CC(CCl)O2. Reaction SMILES: [C:7]([CH3:8])([CH3:9])([CH3:10])[c:11]1[c:12]([OH:22])[cH:13][cH:14][c:15]2[c:16]1[CH2:17][CH:18]([CH2:20][OH:21])[O:19]2.[OH2:27].[S:23]([Cl:24])([Cl:25])=[O:26].[cH:1]1[cH:2][cH:3][n:4][cH:5][cH:6]1.[cH:28]1[cH:29][cH:30][cH:31][cH:32][cH:33]1>>[C:7]([CH3:8])([CH3:9])([CH3:10])[c:11]1[c:12]([OH:22])[cH:13][cH:14][c:15]2[c:16]1[CH2:17][CH:18]([CH2:20][Cl:25])[O:19]2. The reactants are CC(C)(C)c1c(O)ccc2c1CC(CO)O2, O, O=S(Cl)Cl, c1ccncc1, c1ccccc1. Reactants: [N+]1(=CC(=C(C=C1)C)C)[O-] (3,4-lutidine-N-oxide), C(C)(=O)OC(C)=O (acetic anhydride). Solvent: O (water). The product is C(C)(=O)OCC1=C(C=NC=C1)C (4-acetoxymethyl-3-methylpyridine). The yield is 30.0%. As a reaction SMILES: [N+:1]1([O-])[CH:6]=[CH:5][C:4]([CH3:7])=[C:3]([CH3:8])[CH:2]=1.[C:10]([O:13]C(=O)C)(=[O:12])[CH3:11]>O>[C:10]([O:13][CH2:7][C:4]1[CH:5]=[CH:6][N:1]=[CH:2][C:3]=1[CH3:8])(=[O:12])[CH3:11]. Reported procedure: The N-oxide was added portionwise to 60 mL of acetic anhydride and the resulting dark orange solution was heated (water-bath) at about 90° C. for 1 h. The excess acetic anhydride was then distilled off under reduced pressure and the material boiling at 90°-120° C./0.1 torr (39.0 g) was collected. Chromatography of this oil (silica gel/ethyl acetate-pet.ether=2:3) afforded pure 4-acetoxymethyl-3-methylpyridine (19.0 g, 30%) as an oil: ir (neat) 1745 cm-1. Reactants: COC(C(CC1CCCC1)N1N=CC=CC1=O)=O (3-cyclopentyl-2-(6-oxo-6H-pyridazin-1-yl)-propionic acid methyl ester), [OH-].[Na+] (sodium hydroxide). Solvent: CO (methanol). Reaction conditions: temperature 25 celsius, time 8 hour. Yields the product C1(CCCC1)CC(C(=O)O)N1N=CC=CC1=O (3-cyclopentyl-2-(6-oxo-6H-pyridazin-1-yl)-propionic acid). Isolated yield 86.6%. RXN SMILES: C[O:2][C:3](=[O:18])[CH:4]([N:11]1[C:16](=[O:17])[CH:15]=[CH:14][CH:13]=[N:12]1)[CH2:5][CH:6]1[CH2:10][CH2:9][CH2:8][CH2:7]1.[OH-].[Na+]>CO>[CH:6]1([CH2:5][CH:4]([N:11]2[C:16](=[O:17])[CH:15]=[CH:14][CH:13]=[N:12]2)[C:3]([OH:18])=[O:2])[CH2:10][CH2:9][CH2:8][CH2:7]1 |f:1.2|. Reported procedure: A solution of 3-cyclopentyl-2-(6-oxo-6H-pyridazin-1-yl)-propionic acid methyl ester (2.99 g, 11.97 mmol) in methanol (7.9 mL, 1.5M) was treated with a 4N aqueous sodium hydroxide solution (3.29 mL, 13.16 mmol) and stirred at 25° C. overnight. At this time, the reaction was concentrated in vacuo. The residue was partitioned between water (100 mL) which was acidified with a 2N aqueous hydrochloric acid solution and a solution of 90/10 methylene chloride/methanol (3×75 mL). The combined organics we...